This data is from the Open Reaction Database (ORD), a public repository of structured organic reaction records. The task is: describe an organic reaction: reactants, conditions, products, and yield The reactants are C(=O)(OC)N1C2CC(CC1CC2)=O (N-carbomethoxy-8-azabicyclo (3,2,1) octan-3-one), [H-].C(C(C)C)[Al+]CC(C)C (diisobutyl-aluminumhydride). Run in C1=CC=CC=C1 (benzene). Product: CN1C2CCC1CC(C2)O (tropine). Reaction SMILES: [C:1]([N:5]1[CH:10]2[CH2:11][CH2:12][CH:6]1[CH2:7][C:8](=[O:13])[CH2:9]2)(OC)=O.[H-].C([Al+]CC(C)C)C(C)C>C1C=CC=CC=1>[CH3:1][N:5]1[CH:10]2[CH2:9][CH:8]([OH:13])[CH2:7][CH:6]1[CH2:12][CH2:11]2 |f:1.2|. Procedure details: A process as claimed in claim 8, wherein N-carbomethoxy-8-azabicyclo (3,2,1) octan-3-one is reacted with diisobutyl-aluminumhydride in benzene and at room temperature, to produce tropine. Starting materials: BrCCCCCCOCCCCOc1ccc2ccccc2c1, O=C([O-])O, NCc1ccccc1, [Na+]. Product: c1ccc(CNCCCCCCOCCCCOc2ccc3ccccc3c2)cc1. RXN SMILES: [Br:1][CH2:2][CH2:3][CH2:4][CH2:5][CH2:6][CH2:7][O:8][CH2:9][CH2:10][CH2:11][CH2:12][O:13][c:14]1[cH:15][c:16]2[cH:17][cH:18][cH:19][cH:20][c:21]2[cH:22][cH:23]1.[C:32](=[O:33])([OH:34])[O-:35].[NH2:24][CH2:25][c:26]1[cH:27][cH:28][cH:29][cH:30][cH:31]1.[Na+:36]>>[CH2:2]([CH2:3][CH2:4][CH2:5][CH2:6][CH2:7][O:8][CH2:9][CH2:10][CH2:11][CH2:12][O:13][c:14]1[cH:15][c:16]2[cH:17][cH:18][cH:19][cH:20][c:21]2[cH:22][cH:23]1)[NH:24][CH2:25][c:26]1[cH:27][cH:28][cH:29][cH:30][cH:31]1. Starting materials: ClC1=CC=C(C=C1)S(=O)(=O)N (4-chlorobenzenesulfonamide), NN (hydrazine). Solvent: O (water). The product is N(N)C1=CC=C(C=C1)S(=O)(=O)N (4-Hydrazinobenzenesulfonamide). Isolated yield 94.8%. Reaction SMILES: Cl[C:2]1[CH:7]=[CH:6][C:5]([S:8]([NH2:11])(=[O:10])=[O:9])=[CH:4][CH:3]=1.[NH2:12][NH2:13]>O>[NH:12]([C:2]1[CH:7]=[CH:6][C:5]([S:8]([NH2:11])(=[O:10])=[O:9])=[CH:4][CH:3]=1)[NH2:13]. Procedure: A stirred solution of 4-chlorobenzenesulfonamide (38.33 g, 200 mmol) and anhydrous hydrazine (31.4 mL, 1.0 mol) was heated at reflux for 30 hours. After cooling to room temperature, the mixture was poured into water (500 mL) with swirling. The resulting precipitate was collected by filtration, washed thoroughly with water several times, air-dried, and dried under vacuum to give the title compound (35.5 g, 95% yield) as a white solid. Mp 169–171° C. 1H NMR (300 MHz, THF-d8) δ 7.59 (d, J=8.8 Hz, 2... Reactants: COC1=CC=C(C=C1)N (p-Anisidine), FC1=C(C=C(C=C1)S(=O)(=O)Cl)[N+](=O)[O-] (4-fluoro-3-nitrophenylsulfonyl chloride). Solvent: CO (MeOH). Run at time 15 minute. Yields the product FC1=C(C=C(C=C1)S(=O)(=O)NC1=CC=C(C=C1)OC)[N+](=O)[O-] (4-Fluoro-1-[(4-methoxyphenyl)aminosulfonyl]-3-nitrobenzene). Yield: 59.8%. RXN SMILES: [CH3:1][O:2][C:3]1[CH:8]=[CH:7][C:6]([NH2:9])=[CH:5][CH:4]=1.[F:10][C:11]1[CH:16]=[CH:15][C:14]([S:17](Cl)(=[O:19])=[O:18])=[CH:13][C:12]=1[N+:21]([O-:23])=[O:22]>CO>[F:10][C:11]1[CH:16]=[CH:15][C:14]([S:17]([NH:9][C:6]2[CH:7]=[CH:8][C:3]([O:2][CH3:1])=[CH:4][CH:5]=2)(=[O:19])=[O:18])=[CH:13][C:12]=1[N+:21]([O-:23])=[O:22]. Reported procedure: p-Anisidine (760 mg, 6.18 mmol) was added to a solution of 4-fluoro-3-nitrophenylsulfonyl chloride (740 mg, 3.09 mmol; Example A) in MeOH (10 ml) at ambient temperature. After stirring at room temperature for 15 min, the reaction mixture was concentrated under reduced pressure and the residue was taken up in ethyl acetate and filtered through a pad of silica gel. Concentration of the filtrate, followed by chromatography, provided 603 mg (60% yield) of the title compound. 1H-NMR (CDCl3): δ 8.42 (... Starting materials: COC(C(CC#C)NC(C1=C(C=CC=C1Cl)Cl)=O)=O (2-(2,6-dichlorobenzamido)pent-4-ynoic acid methyl ester), IC1=CC=C(OC2=NC=CC=N2)C=C1 (2-(4-iodophenoxy)pyrimidine), mixture. The reagents and catalysts are [Cu](I)I (copper iodide), Cl[Pd]([P](C1=CC=CC=C1)(C2=CC=CC=C2)C3=CC=CC=C3)([P](C4=CC=CC=C4)(C5=CC=CC=C5)C6=CC=CC=C6)Cl (dichlorobis(triphenylphosphine)palladium). Solvent: C1CCOC1.C(C)(C)NC(C)C (THF diisopropylamine). Reaction conditions: time 2 hour. The product is COC(C(CC#CC1=CC=C(C=C1)OC1=NC=CC=N1)NC(C1=C(C=CC=C1Cl)Cl)=O)=O (2-(2,6-dichlorobenzamido)-5-[4-(pyrimidin-2-yloxy)phenyl]pent-4-ynoic acid methyl ester). The yield is 86.2%. RXN SMILES: [CH3:1][O:2][C:3](=[O:19])[CH:4]([NH:8][C:9](=[O:18])[C:10]1[C:15]([Cl:16])=[CH:14][CH:13]=[CH:12][C:11]=1[Cl:17])[CH2:5][C:6]#[CH:7].I[C:21]1[CH:33]=[CH:32][C:24]([O:25][C:26]2[N:31]=[CH:30][CH:29]=[CH:28][N:27]=2)=[CH:23][CH:22]=1>C1COCC1.C(NC(C)C)(C)C.[Cu](I)I.Cl[Pd](Cl)([P](C1C=CC=CC=1)(C1C=CC=CC=1)C1C=CC=CC=1)[P](C1C=CC=CC=1)(C1C=CC=CC=1)C1C=CC=CC=1>[CH3:1][O:2][C:3](=[O:19])[CH:4]([NH:8][C:9](=[O:18])[C:10]1[C:11]([Cl:17])=[CH:12][CH:13]=[CH:14][C:15]=1[Cl:16])[CH2:5][C:6]#[C:7][C:21]1[CH:33]=[CH:32][C:24]([O:25][C:26]2[N:27]=[CH:28][CH:29]=[CH:30][N:31]=2)=[CH:23][CH:22]=1 |f:2.3,^1:51,70|. Reported procedure: Under an argon atmosphere, copper iodide (2.8 mg) and dichlorobis(triphenylphosphine)palladium (5.2 mg) were added to a solution of 2-(2,6-dichlorobenzamido)pent-4-ynoic acid methyl ester (74 mg), 2-(4-iodophenoxy)pyrimidine (81 mg) in THF/diisopropylamine (3/1) mixture (5 ml), and the resulting mixture was stirred at room temperature for 2 hours. The reaction solution was concentrated and ethyl acetate was added to the residue. The insoluble matter was removed by filtration, and the filtrate wa... The reactants are Cc1cccc(C)c1-c1cccc2c1CC(CN=[N+]=[N-])O2, Cl. Yields the product Cc1cccc(C)c1-c1cccc2c1CC(CN)O2. RXN SMILES: [CH3:1][c:2]1[c:3](-[c:9]2[cH:10][cH:11][cH:12][c:13]3[c:14]2[CH2:15][CH:16]([CH2:18][N:19]=[N+:20]=[N-:21])[O:17]3)[c:4]([CH3:8])[cH:5][cH:6][cH:7]1.[ClH:22]>>[CH3:1][c:2]1[c:3](-[c:9]2[cH:10][cH:11][cH:12][c:13]3[c:14]2[CH2:15][CH:16]([CH2:18][NH2:19])[O:17]3)[c:4]([CH3:8])[cH:5][cH:6][cH:7]1. Starting materials: CC1([C@@H]2[C@H](C3=CC(=CC=C3O1)C#N)O2)C ((S,S)-2,2-dimethyl-1a,7 b-dihydro-2H-1,3-dioxa-cyclopropa[a]naphthalene-6-carbonitrile), N1=CN=C(C2=CC=CC=C12)O (quinazolin-4-ol). Yields the product O[C@@H]1C(OC2=CC=C(C=C2[C@H]1OC1=NC=NC2=CC=CC=C12)C#N)(C)C ((3S,4R)-3-Hydroxy-2,2-dimethyl-4-(quinazolin-4-yloxy)-chroman-6-carbonitrile). RXN SMILES: [CH3:1][C:2]1([CH3:15])[O:11][C:10]2[C:5](=[CH:6][C:7]([C:12]#[N:13])=[CH:8][CH:9]=2)[C@@H:4]2[O:14][C@H:3]12.[N:16]1[C:25]2[C:20](=[CH:21][CH:22]=[CH:23][CH:24]=2)[C:19]([OH:26])=[N:18][CH:17]=1>>[OH:14][C@H:3]1[C@H:4]([O:26][C:19]2[C:20]3[C:25](=[CH:24][CH:23]=[CH:22][CH:21]=3)[N:16]=[CH:17][N:18]=2)[C:5]2[C:10](=[CH:9][CH:8]=[C:7]([C:12]#[N:13])[CH:6]=2)[O:11][C:2]1([CH3:15])[CH3:1]. Procedure: Following the procedure in Example 1, using (S,S)-2,2-dimethyl-1a,7 b-dihydro-2H-1,3-dioxa-cyclopropa[a]naphthalene-6-carbonitrile and quinazolin-4-ol as starting material, the title compound was prepared as a white solid. The reactants are FC(C1=CC(=NO1)NC(C)=O)(F)F (5-trifluoromethyl-3-acetylaminoisoxazole), Cl (hydrochloric acid). The solvent is C(CO)O (ehtylene glycol). Yields the product FC(C1=CC(=NO1)N)(F)F (5-Trifluoromethyl-3-aminoisoxazole). Reaction SMILES: [F:1][C:2]([F:13])([F:12])[C:3]1[O:7][N:6]=[C:5]([NH:8]C(=O)C)[CH:4]=1.Cl>C(O)CO>[F:1][C:2]([F:13])([F:12])[C:3]1[O:7][N:6]=[C:5]([NH2:8])[CH:4]=1. Procedure details: The reaction was carried out according to the same procedure as described in Example 50 except that 5-trifluoromethyl-3-acetylaminoisoxazole (2.21 g, 11.4 mmole), 36% hydrochloric acid (2.89 g, 28.5 mmole) and ehtylene glycol (11.4 ml) were used. The product was then purified by column chromatography on silica gel and further distilled under reduced pressure to give the title compound. Yield: 1.22 g (70.4%), b.p. 84°-85° C./13.0 mmHg. The reactants are [Li]CCCC, CC(=O)O, CCCCCC, CCOCC, COP(C)(=O)OC, CCOC(=O)CCc1cccc(C(F)(F)F)c1, C1CCOC1. Product: COP(=O)(CC(=O)CCc1cccc(C(F)(F)F)c1)OC. RXN SMILES: [CH2:1]([Li:2])[CH2:3][CH2:4][CH3:5].[CH3:30][C:31](=[O:32])[OH:33].[CH3:34][CH2:35][CH2:36][CH2:37][CH2:38][CH3:39].[CH3:40][CH2:41][O:42][CH2:43][CH3:44].[CH3:6][P:7]([O:8][CH3:9])([O:10][CH3:11])=[O:12].[F:13][C:14]([c:15]1[cH:16][c:17]([CH2:21][CH2:22][C:23](=[O:24])[O:25][CH2:26][CH3:27])[cH:18][cH:19][cH:20]1)([F:28])[F:29].[O:45]1[CH2:46][CH2:47][CH2:48][CH2:49]1>>[CH2:6]([P:7]([O:8][CH3:9])([O:10][CH3:11])=[O:12])[C:23]([CH2:22][CH2:21][c:17]1[cH:16][c:15]([C:14]([F:13])([F:28])[F:29])[cH:20][cH:19][cH:18]1)=[O:24]. The reactants are O=C([O-])[O-], CC(=O)O, CO, ClC(Cl)Cl, [K+], [K+], [Na+], [Na+], [Na+], O=C([O-])[O-], [OH-], OO, c1ccc(-c2ccc3c(n2)CCCC3)cc1. The product is OC1CCCc2ccc(-c3ccccc3)nc21. RXN SMILES: [C:19]([O-:20])(=[O:21])[O-:22].[CH3:33][C:34](=[O:35])[OH:36].[CH3:37][OH:38].[Cl:39][CH:40]([Cl:41])[Cl:42].[K+:25].[K+:26].[Na+:23].[Na+:24].[Na+:32].[O-:27][C:28]([O-:29])=[O:30].[OH-:31].[OH:17][OH:18].[c:1]1(-[c:7]2[n:8][c:9]3[c:14]([cH:15][cH:16]2)[CH2:13][CH2:12][CH2:11][CH2:10]3)[cH:2][cH:3][cH:4][cH:5][cH:6]1>>[c:1]1(-[c:7]2[n:8][c:9]3[c:14]([cH:15][cH:16]2)[CH2:13][CH2:12][CH2:11][CH:10]3[OH:20])[cH:2][cH:3][cH:4][cH:5][cH:6]1.